Task: describe an organic reaction: reactants, conditions, products, and yield. Dataset: the Open Reaction Database (ORD), a public repository of structured organic reaction records Starting materials: C(C)OC(COC1=C(C=C(C(=C1)F)C)C(NCC1=C(C=C(C=C1)Br)F)=O)=O ([2-(4-bromo-2-fluoro-benzylcarbamoyl)-5-fluoro-4-methyl-phenoxy]-acetic acid ethyl ester), P12(=S)SP3(=S)SP(=S)(S1)SP(=S)(S2)S3 (phosphorus pentasulfide). The solvent is C(C)(=O)OCC (ethyl acetate), N1=CC=CC=C1 (pyridine). Reaction conditions: temperature 115 celsius. Yields the product C(C)OC(COC1=C(C=C(C(=C1)F)C)C(NCC1=C(C=C(C=C1)Br)F)=S)=O ([2-(4-bromo-2-fluoro-benzylthiocarbamoyl)-5-fluoro-4-methyl-phenoxy]-acetic acid ethyl ester). The yield is 177.9%. As a reaction SMILES: [CH2:1]([O:3][C:4](=[O:27])[CH2:5][O:6][C:7]1[CH:12]=[C:11]([F:13])[C:10]([CH3:14])=[CH:9][C:8]=1[C:15](=O)[NH:16][CH2:17][C:18]1[CH:23]=[CH:22][C:21]([Br:24])=[CH:20][C:19]=1[F:25])[CH3:2].P12(SP3(SP(SP(S3)(S1)=S)(=S)S2)=S)=[S:29]>N1C=CC=CC=1.C(OCC)(=O)C>[CH2:1]([O:3][C:4](=[O:27])[CH2:5][O:6][C:7]1[CH:12]=[C:11]([F:13])[C:10]([CH3:14])=[CH:9][C:8]=1[C:15](=[S:29])[NH:16][CH2:17][C:18]1[CH:23]=[CH:22][C:21]([Br:24])=[CH:20][C:19]=1[F:25])[CH3:2]. Reported procedure: A stirring solution of [2-(4-bromo-2-fluoro-benzylcarbamoyl)-5-fluoro-4-methyl-phenoxy]-acetic acid ethyl ester (0.816 g, 1.83 mmol) in pyridine (3.7 mL, 0.5 M) was treated with phosphorus pentasulfide (0.41 g, 0.92 mmol) and heated to 115° C. for 3 h. The reaction was allowed to cool to room temperature, diluted with ethyl acetate and successively washed with 1 M HCl and saturated aq NaCl. The organic layer was dried over Na2SO4, filtered, and concentrated under reduced pressure. The resulting ... Starting materials: ICC=1N=C(OC1C)C1=CC(=CC=C1)OC (4-iodomethyl-5-methyl-2-(3-methoxyphenyl)oxazole), C(C)(C)(C)OC (methyl tert-butyl ether), C(C=C)[C@H]1C[C@H](CCC1)O (cis-3-allylcyclohexanol), [H-].[Na+] (sodium hydride). Solvent: CN(C=O)C (dimethylformamide), CN(C=O)C (dimethyl-formamide). Conditions: time 30 minute. Yields the product C(C=C)[C@H]1C[C@H](CCC1)OCC=1N=C(OC1C)C1=CC(=CC=C1)OC (4-(cis-3-Allylcyclohexyloxymethyl)-2-(3-methoxyphenyl)-5-methyloxazole). Reaction SMILES: [CH2:1]([C@@H:4]1[CH2:9][CH2:8][CH2:7][C@H:6]([OH:10])[CH2:5]1)[CH:2]=[CH2:3].[H-].[Na+].I[CH2:14][C:15]1[N:16]=[C:17]([C:21]2[CH:26]=[CH:25][CH:24]=[C:23]([O:27][CH3:28])[CH:22]=2)[O:18][C:19]=1[CH3:20].C(OC)(C)(C)C>CN(C)C=O>[CH2:1]([C@@H:4]1[CH2:9][CH2:8][CH2:7][C@H:6]([O:10][CH2:14][C:15]2[N:16]=[C:17]([C:21]3[CH:26]=[CH:25][CH:24]=[C:23]([O:27][CH3:28])[CH:22]=3)[O:18][C:19]=2[CH3:20])[CH2:5]1)[CH:2]=[CH2:3] |f:1.2|. Reported procedure: 1.8 g of cis-3-allylcyclohexanol are dissolved in 20 ml of dimethyl-formamide, and 770 mg of sodium hydride (60% strength suspension in paraffin oil) are added. After 30 minutes, 4 g of 4-iodomethyl-5-methyl-2-(3-methoxyphenyl)oxazole, dissolved in 20 ml of dimethylformamide, are added dropwise. The mixture is stirred at room temperature for 1 hour. 200 ml of methyl tert-butyl ether are then added to the reaction mixture, and the mixture is washed three times with water. The organic phase is dri...